From a dataset of the Open Reaction Database (ORD), a public repository of structured organic reaction records. describe an organic reaction: reactants, conditions, products, and yield Starting materials: C1(CC1)C=1C=C(C=C(C1)C(F)(F)F)B1OC(C(O1)(C)C)(C)C (2-(3-Cyclopropyl-5-trifluoromethyl-phenyl)-4,4,5,5-tetramethyl-[1,3,2]dioxaborolane), FC=1C=C(C=C(C1NS(=O)(=O)C)F)C(C)NC(=O)C=1OC(=CC1)Br (5-Bromo-furan-2-carboxylic acid [1-(3,5-difluoro-4-methanesulfonylamino-phenyl)-ethyl]-amide), C(=O)([O-])[O-].[Cs+].[Cs+] (Cs2CO3). Reagents/catalysts: Cl[Pd]([P](C1=CC=CC=C1)(C2=CC=CC=C2)C3=CC=CC=C3)([P](C4=CC=CC=C4)(C5=CC=CC=C5)C6=CC=CC=C6)Cl (Pd(PPh3)2Cl2). Product: FC=1C=C(C=C(C1NS(=O)(=O)C)F)C(C)NC(=O)C=1OC(=CC1)C1=CC(=CC(=C1)C(F)(F)F)C1CC1 (5-(3-Cyclopropyl-5-trifluoromethyl-phenyl)-furan-2-carboxylic acid [1-(3,5-difluoro-4-methanesulfonylamino-phenyl)-ethyl]-amide). The yield is 18.2%. As a reaction SMILES: [CH:1]1([C:4]2[CH:5]=[C:6](B3OC(C)(C)C(C)(C)O3)[CH:7]=[C:8]([C:10]([F:13])([F:12])[F:11])[CH:9]=2)[CH2:3][CH2:2]1.[F:23][C:24]1[CH:25]=[C:26]([CH:36]([NH:38][C:39]([C:41]2[O:42][C:43](Br)=[CH:44][CH:45]=2)=[O:40])[CH3:37])[CH:27]=[C:28]([F:35])[C:29]=1[NH:30][S:31]([CH3:34])(=[O:33])=[O:32].C([O-])([O-])=O.[Cs+].[Cs+]>Cl[Pd](Cl)([P](C1C=CC=CC=1)(C1C=CC=CC=1)C1C=CC=CC=1)[P](C1C=CC=CC=1)(C1C=CC=CC=1)C1C=CC=CC=1>[F:23][C:24]1[CH:25]=[C:26]([CH:36]([NH:38][C:39]([C:41]2[O:42][C:43]([C:6]3[CH:7]=[C:8]([C:10]([F:11])([F:12])[F:13])[CH:9]=[C:4]([CH:1]4[CH2:2][CH2:3]4)[CH:5]=3)=[CH:44][CH:45]=2)=[O:40])[CH3:37])[CH:27]=[C:28]([F:35])[C:29]=1[NH:30][S:31]([CH3:34])(=[O:33])=[O:32] |f:2.3.4,^1:55,74|. Reported procedure: 2-(3-Cyclopropyl-5-trifluoromethyl-phenyl)-4,4,5,5-tetramethyl-[1,3,2]dioxaborolane (120 mg, 0.26 mmol) and 5-Bromo-furan-2-carboxylic acid [1-(3,5-difluoro-4-methanesulfonylamino-phenyl)-ethyl]-amide (110 mg, 0.26 mmol) was reacted using Pd(PPh3)2Cl2 (18 mg, 0.03 mmol), Cs2CO3 (250 mg, 0.77 mmol) as described in example 102 to give the title compound (25 mg, 18%) after purification by flash chromatography on silica gel (hexane: EtOAc=1:1). Starting materials: CC1(CC(N(C2=C(C=CC=C12)COC1CN(CCC1C1=CC=C(C=C1)OCCCOCC1=C(C=CC=C1)OC)C(=O)OC(C)(C)C)COCC[Si](C)(C)C)=O)C (tert-butyl 3-[4,4-dimethyl-2-oxo-1-(2-trimethylsilanylethoxymethyl)-1,2,3,4-tetrahydroquinolin-8-ylmethoxy]-4-{4-[3-(2-methoxybenzyloxy)propoxy]phenyl}piperidine-1-carboxylate), [F-].C(CCC)[N+](CCCC)(CCCC)CCCC (tetrabutylammonium fluoride). Solvent: O1CCCC1 (tetrahydrofuran). Product: CC1(CC(NC2=C(C=CC=C12)COC1CN(CCC1C1=CC=C(C=C1)OCCCOCC1=C(C=CC=C1)OC)C(=O)OC(C)(C)C)=O)C (tert-Butyl 3-(4,4-dimethyl-2-oxo-1,2,3,4-tetrahydroquinolin-8-ylmethoxy)-4-{4-[3-(2-methoxybenzyloxy)propoxy]phenyl}piperidine-1-carboxylate), SiO2. Reaction SMILES: [CH3:1][C:2]1([CH3:56])[C:11]2[C:6](=[C:7]([CH2:12][O:13][CH:14]3[CH:19]([C:20]4[CH:25]=[CH:24][C:23]([O:26][CH2:27][CH2:28][CH2:29][O:30][CH2:31][C:32]5[CH:37]=[CH:36][CH:35]=[CH:34][C:33]=5[O:38][CH3:39])=[CH:22][CH:21]=4)[CH2:18][CH2:17][N:16]([C:40]([O:42][C:43]([CH3:46])([CH3:45])[CH3:44])=[O:41])[CH2:15]3)[CH:8]=[CH:9][CH:10]=2)[N:5](COCC[Si](C)(C)C)[C:4](=[O:55])[CH2:3]1.[F-].C([N+](CCCC)(CCCC)CCCC)CCC>O1CCCC1>[CH3:1][C:2]1([CH3:56])[C:11]2[C:6](=[C:7]([CH2:12][O:13][CH:14]3[CH:19]([C:20]4[CH:25]=[CH:24][C:23]([O:26][CH2:27][CH2:28][CH2:29][O:30][CH2:31][C:32]5[CH:37]=[CH:36][CH:35]=[CH:34][C:33]=5[O:38][CH3:39])=[CH:22][CH:21]=4)[CH2:18][CH2:17][N:16]([C:40]([O:42][C:43]([CH3:46])([CH3:45])[CH3:44])=[O:41])[CH2:15]3)[CH:8]=[CH:9][CH:10]=2)[NH:5][C:4](=[O:55])[CH2:3]1 |f:1.2|. Reported procedure: A solution of 0.225 g of tert-butyl 3-[4,4-dimethyl-2-oxo-1-(2-trimethylsilanylethoxymethyl)-1,2,3,4-tetrahydroquinolin-8-ylmethoxy]-4-{4-[3-(2-methoxybenzyloxy)propoxy]phenyl}piperidine-1-carboxylate in 2.5 ml of tetrahydrofuran is admixed with 2.5 ml of tetrabutylammonium fluoride solution (1M in tetrahydrofuran) and stirred at reflux over 6.5 hours. The reaction mixture is cooled to room temperature, poured onto water and extracted with tert-butyl methyl ether (2×). The combined organic phase... RXN SMILES: [CH2:1]([CH2:2][CH2:3][CH3:4])[O:5][CH2:6][CH2:7][O:8][c:9]1[cH:10][cH:11][c:12](-[c:15]2[cH:16][cH:17][c:18]3[c:19]([cH:47]2)[CH:20]=[C:21]([C:29](=[O:30])[NH:31][c:32]2[cH:33][c:34]([CH3:46])[c:35]([S:38][CH2:39][c:40]4[n:41]([CH3:45])[cH:42][cH:43][n:44]4)[cH:36][cH:37]2)[CH2:22][CH2:23][N:24]3[CH2:25][CH:26]([CH3:27])[CH3:28])[cH:13][cH:14]1.[Cl:66][CH2:67][Cl:68].[Na+:64].[Na+:65].[OH:48][O:49][C:50]([c:51]1[cH:52][c:53]([Cl:54])[cH:55][cH:56][cH:57]1)=[O:58].[S:59]([O-:60])([O-:61])(=[O:62])=[S:63]>>[CH2:1]([CH2:2][CH2:3][CH3:4])[O:5][CH2:6][CH2:7][O:8][c:9]1[cH:10][cH:11][c:12](-[c:15]2[cH:16][cH:17][c:18]3[c:19]([cH:47]2)[CH:20]=[C:21]([C:29](=[O:30])[NH:31][c:32]2[cH:33][c:34]([CH3:46])[c:35]([S:38]([CH2:39][c:40]4[n:41]([CH3:45])[cH:42][cH:43][n:44]4)=[O:48])[cH:36][cH:37]2)[CH2:22][CH2:23][N:24]3[CH2:25][CH:26]([CH3:27])[CH3:28])[cH:13][cH:14]1. Product: CCCCOCCOc1ccc(-c2ccc3c(c2)C=C(C(=O)Nc2ccc(S(=O)Cc4nccn4C)c(C)c2)CCN3CC(C)C)cc1. The reactants are CCCCOCCOc1ccc(-c2ccc3c(c2)C=C(C(=O)Nc2ccc(SCc4nccn4C)c(C)c2)CCN3CC(C)C)cc1, ClCCl, [Na+], [Na+], O=C(OO)c1cccc(Cl)c1, O=S([O-])([O-])=S. Product: Cn1c(=O)oc(=O)c2c(Cl)cccc21. RXN SMILES: [CH3:16][I:17].[CH3:18][N:19]([CH3:20])[CH:21]=[O:22].[Cl:1][c:2]1[cH:3][cH:4][cH:5][c:6]2[nH:7][c:8](=[O:13])[o:9][c:10](=[O:12])[c:11]12.[H-:14].[Na+:15]>>[Cl:1][c:2]1[cH:3][cH:4][cH:5][c:6]2[n:7]([CH3:16])[c:8](=[O:13])[o:9][c:10](=[O:12])[c:11]12. The reactants are CI, CN(C)C=O, O=c1[nH]c2cccc(Cl)c2c(=O)o1, [H-], [Na+].